Dataset: the Open Reaction Database (ORD), a public repository of structured organic reaction records. Task: describe an organic reaction: reactants, conditions, products, and yield Reactants: O.O.[Sn](Cl)Cl (Tin (II) chloride dihydrate), [N+](=O)([O-])C1=CC=C(C=C1)SCC1=CC=CC=C1 (benzyl 4-nitrophenyl sulfide). Run in C(C)O (ethanol), C(C)(=O)OCC (ethyl acetate). Reaction conditions: temperature 70 celsius, time 2 hour. Product: C(C1=CC=CC=C1)SC1=CC=C(N)C=C1 (4-Benzylthioaniline). Reaction SMILES: O.O.[Sn](Cl)Cl.[N+:6]([C:9]1[CH:14]=[CH:13][C:12]([S:15][CH2:16][C:17]2[CH:22]=[CH:21][CH:20]=[CH:19][CH:18]=2)=[CH:11][CH:10]=1)([O-])=O>C(O)C.C(OCC)(=O)C>[CH2:16]([S:15][C:12]1[CH:11]=[CH:10][C:9]([NH2:6])=[CH:14][CH:13]=1)[C:17]1[CH:18]=[CH:19][CH:20]=[CH:21][CH:22]=1 |f:0.1.2|. Procedure: Tin (II) chloride dihydrate (444 mg) was added to a stirred solution of benzyl 4-nitrophenyl sulfide (A, 704 mg) in ethanol (20 mL). The mixture was stirred at 70° C. for 2 hr under nitrogen, allowed to cool down and then poured into ice. The pH was made slightly basic (pH 7-8). The mixture was diluted with ethyl acetate and washed with saturated sodium hydrogen carbonate and brine. The organic layer was dried over anhydrous sodium sulfate and concentrated in vacuo to give the title compound (56... Starting materials: CC1(NC(CC(C1)N(C(=O)C1=CC=C(CN(O)CC2=CC=C(C=C2)C(=O)N(C2CC(NC(C2)(C)C)(C)C)C2CC(NC(C2)(C)C)(C)C)C=C1)C1CC(NC(C1)(C)C)(C)C)(C)C)C (N,N-bis[4-(N,N-bis(2,2,6,6-tetramethylpiperidin-4-yl)aminocarbonyl)benzyl]hydroxylamine), CC1(NC(CC(C1)N(C(C1=CC=C(C=C1)CCl)=O)C1CC(NC(C1)(C)C)(C)C)(C)C)C (N,N-bis(2,2,6,6-tetramethylpiperidin-4-yl)-4-chloromethylbenzamide), NO (hydroxylamine). Product: CC1(NC(CC(C1)N(C(=O)C1=CC=C(C=C1)C=[N+]([O-])CC1=CC=C(C=C1)C(=O)N(C1CC(NC(C1)(C)C)(C)C)C1CC(NC(C1)(C)C)(C)C)C1CC(NC(C1)(C)C)(C)C)(C)C)C (alpha-[4-(N,N-bis(2,2,6,6-tetramethylpiperidin-4-yl)aminocarbonyl)phenyl]-N-[4-(N,N-bis(2,2,6,6-tetramethylpiperidin-4-yl)aminocarbonyl)benzyl]nitrone). As a reaction SMILES: [CH3:1][C:2]1([CH3:62])[CH2:7][CH:6]([N:8]([CH:50]2[CH2:55][C:54]([CH3:57])([CH3:56])[NH:53][C:52]([CH3:59])([CH3:58])[CH2:51]2)[C:9]([C:11]2[CH:49]=[CH:48][C:14]([CH2:15][N:16]([CH2:18][C:19]3[CH:24]=[CH:23][C:22]([C:25]([N:27]([CH:38]4[CH2:43][C:42]([CH3:45])([CH3:44])[NH:41][C:40]([CH3:47])([CH3:46])[CH2:39]4)[CH:28]4[CH2:33][C:32]([CH3:35])([CH3:34])[NH:31][C:30]([CH3:37])([CH3:36])[CH2:29]4)=[O:26])=[CH:21][CH:20]=3)[OH:17])=[CH:13][CH:12]=2)=[O:10])[CH2:5][C:4]([CH3:61])([CH3:60])[NH:3]1.CC1(C)CC(N(C2CC(C)(C)NC(C)(C)C2)C(=O)C2C=CC(CCl)=CC=2)CC(C)(C)N1.NO>>[CH3:44][C:42]1([CH3:45])[CH2:43][CH:38]([N:27]([CH:28]2[CH2:29][C:30]([CH3:37])([CH3:36])[NH:31][C:32]([CH3:35])([CH3:34])[CH2:33]2)[C:25]([C:22]2[CH:21]=[CH:20][C:19]([CH:18]=[N+:16]([CH2:15][C:14]3[CH:13]=[CH:12][C:11]([C:9]([N:8]([CH:50]4[CH2:51][C:52]([CH3:58])([CH3:59])[NH:53][C:54]([CH3:57])([CH3:56])[CH2:55]4)[CH:6]4[CH2:7][C:2]([CH3:1])([CH3:62])[NH:3][C:4]([CH3:60])([CH3:61])[CH2:5]4)=[O:10])=[CH:49][CH:48]=3)[O-:17])=[CH:24][CH:23]=2)=[O:26])[CH2:39][C:40]([CH3:47])([CH3:46])[NH:41]1. Reported procedure: Following the general procedure of Example 6, the title compound is prepared from N,N-bis[4-(N,N-bis(2,2,6,6-tetramethylpiperidin-4-yl)aminocarbonyl)benzyl]hydroxylamine. Said intermediate is prepared from N,N-bis(2,2,6,6-tetramethylpiperidin-4-yl)-4-chloromethylbenzamide and hydroxylamine.